Dataset: the Open Reaction Database (ORD), a public repository of structured organic reaction records. Task: describe an organic reaction: reactants, conditions, products, and yield Starting materials: [Ca] (calcium), magnesium salt, C(CC(O)(C(=O)[O-])CC(=O)[O-])(=O)[O-].[Mg+2].C(CC(O)(C(=O)[O-])CC(=O)[O-])(=O)[O-].[Mg+2].[Mg+2] (magnesium citrate), [Cl-].[Ca+2].[Cl-] (calcium chloride), phase A. Run in phase B. Yields the product C(CC(O)(C(=O)[O-])CC(=O)[O-])(=O)[O-].[Ca+2].C(CC(O)(C(=O)[O-])CC(=O)[O-])(=O)[O-].[Ca+2].[Ca+2] (calcium citrate). As a reaction SMILES: [Ca:1].[Cl-].[Ca+2].[Cl-].[C:5]([O-:17])(=[O:16])[CH2:6][C:7]([CH2:12][C:13]([O-:15])=[O:14])([C:9]([O-:11])=[O:10])[OH:8].[Mg+2].[C:19]([O-:31])(=[O:30])[CH2:20][C:21]([CH2:26][C:27]([O-:29])=[O:28])([C:23]([O-:25])=[O:24])[OH:22].[Mg+2].[Mg+2]>>[C:5]([O-:17])(=[O:16])[CH2:6][C:7]([CH2:12][C:13]([O-:15])=[O:14])([C:9]([O-:11])=[O:10])[OH:8].[Ca+2:1].[C:19]([O-:31])(=[O:30])[CH2:20][C:21]([CH2:26][C:27]([O-:29])=[O:28])([C:23]([O-:25])=[O:24])[OH:22].[Ca+2:1].[Ca+2:1] |f:1.2.3,4.5.6.7.8,9.10.11.12.13|. Reported procedure: Thus, for example, a magnesium salt such as magnesium chloride can be reacted as cation-supplying salt of phase A with an ammonium carbonate or alkali metal carbonate salt dissolved in phase B to give a corresponding sparingly soluble magnesium carbonate. Similarly, for example, a calcium salt such as calcium chloride can be reacted as cation-supplying salt of phase A with a magnesium salt such as magnesium citrate dissolved in phase B to give a corresponding sparingly soluble calcium citrate. The reactants are C(C)(C)(C)OC(=O)N1CC(OCC1)C1=CC=C(C=C1)[N+](=O)[O-] (2-(4-nitro-phenyl)-morpholine-4-carboxylic acid tert-butyl ester). The reagents and catalysts are [Pd] (Pd/C). The solvent is CO (methanol). Run at time 24 hour. Yields the product C(C)(C)(C)OC(=O)N1CC(OCC1)C1=CC=C(C=C1)N (2-(4-amino-phenyl)-morpholine-4-carboxylic acid tert-butyl ester). Isolated yield 78.1%. Reaction SMILES: [C:1]([O:5][C:6]([N:8]1[CH2:13][CH2:12][O:11][CH:10]([C:14]2[CH:19]=[CH:18][C:17]([N+:20]([O-])=O)=[CH:16][CH:15]=2)[CH2:9]1)=[O:7])([CH3:4])([CH3:3])[CH3:2]>CO.[Pd]>[C:1]([O:5][C:6]([N:8]1[CH2:13][CH2:12][O:11][CH:10]([C:14]2[CH:15]=[CH:16][C:17]([NH2:20])=[CH:18][CH:19]=2)[CH2:9]1)=[O:7])([CH3:4])([CH3:2])[CH3:3]. Procedure details: A mixture of 2-(4-nitro-phenyl)-morpholine-4-carboxylic acid tert-butyl ester (20 mg, 0.064 mmol) and Pd/C (5%, 2 mg) in methanol was stirred under hydrogen for 24 h. The catalyst was filtered off and washed with methanol. The filtrate was evaporated to give the title compound as an off-white solid (14 mg, 0.050 mmol, 78%). ESMS m/z 223 (M+H-tBu)+; 1H NMR (400 MHz, DMSO-d6) δ ppm 7.00 (d, J=8.3 Hz, 2H) 6.52 (d, J=8.3 Hz, 2H) 5.04 (s, 2H) 4.15 (dd, J=10.5, 2.5 Hz, 1H) 3.88 (dd, J=11.8, 2.5 Hz, 1H...